Dataset: the Open Reaction Database (ORD), a public repository of structured organic reaction records. Task: describe an organic reaction: reactants, conditions, products, and yield Reactants: C1(=CC=CC=C1)C[C@H](C)N ((S)-1-phenylpropan-2-amine), ClC1=CC=C(C=O)C=C1 (4-chlorobenzaldehyde), [O-]S(=O)(=O)[O-].[Mg+2] (MgSO4). Run in C1=CC=CC=C1 (benzene). Run at time 4 hour. The product is ClC1=CC=C(C=N[C@H](CC2=CC=CC=C2)C)C=C1 ((S)—N-(4-chlorobenzylidene)-1-phenylpropan-2-amine). As a reaction SMILES: [C:1]1([CH2:7][C@@H:8]([NH2:10])[CH3:9])[CH:6]=[CH:5][CH:4]=[CH:3][CH:2]=1.[Cl:11][C:12]1[CH:19]=[CH:18][C:15]([CH:16]=O)=[CH:14][CH:13]=1.[O-]S([O-])(=O)=O.[Mg+2]>C1C=CC=CC=1>[Cl:11][C:12]1[CH:19]=[CH:18][C:15]([CH:16]=[N:10][C@@H:8]([CH3:9])[CH2:7][C:1]2[CH:6]=[CH:5][CH:4]=[CH:3][CH:2]=2)=[CH:14][CH:13]=1 |f:2.3|. Procedure details: To a solution of (S)-1-phenylpropan-2-amine (626 mg, 4630 μmol) in benzene (10 mL) was added 4-chlorobenzaldehyde (651 mg, 4630 μmol) and MgSO4 (1000 mg, 8308 μmol) and the suspension stirred at RT 4 h. The suspension was filtered and the solid washed with benzene (2×2 mL). The combined filtrates were concentrated to give (S)—N-(4-chlorobenzylidene)-1-phenylpropan-2-amine, which was carried on into the next step without purification.